From a dataset of the Open Reaction Database (ORD), a public repository of structured organic reaction records. describe an organic reaction: reactants, conditions, products, and yield Starting materials: C(C)OC(=O)C1(CCNCC1)CCOC (4-(2-methoxy-ethyl)-piperidine-4-carboxylic acid ethyl ester), FC(OC1=C(C=CC=C1)S(=O)(=O)Cl)(F)F (2-trifluoromethoxy-benzenesulfonyl chloride), FC(CCOC1=CC=C(C=C1)N)(F)F (4-(3,3,3-trifluoro-propoxy)-phenylamine). Yields the product FC(OC1=C(C=CC=C1)S(=O)(=O)N1CCC2(CCN(C2=O)C2=CC=C(C=C2)OCCC(F)(F)F)CC1)(F)F (8-(2-Trifluoromethoxy-benzenesulfonyl)-2-[4-(3,3,3-trifluoro-propoxy)-phenyl]-2,8-diaza-spiro[4.5]decan-1-one). RXN SMILES: C(O[C:4]([C:6]1([CH2:12][CH2:13]OC)[CH2:11][CH2:10][NH:9][CH2:8][CH2:7]1)=[O:5])C.[F:16][C:17]([F:30])([F:29])[O:18][C:19]1[CH:24]=[CH:23][CH:22]=[CH:21][C:20]=1[S:25](Cl)(=[O:27])=[O:26].[F:31][C:32]([F:44])([F:43])[CH2:33][CH2:34][O:35][C:36]1[CH:41]=[CH:40][C:39]([NH2:42])=[CH:38][CH:37]=1>>[F:16][C:17]([F:30])([F:29])[O:18][C:19]1[CH:24]=[CH:23][CH:22]=[CH:21][C:20]=1[S:25]([N:9]1[CH2:8][CH2:7][C:6]2([C:4](=[O:5])[N:42]([C:39]3[CH:40]=[CH:41][C:36]([O:35][CH2:34][CH2:33][C:32]([F:31])([F:43])[F:44])=[CH:37][CH:38]=3)[CH2:13][CH2:12]2)[CH2:11][CH2:10]1)(=[O:27])=[O:26]. Procedure: Off-white crystalline solid. MS (ESI): 567.2 (MH+). P This example was prepared in analogy to example 1 step C) to D) from 4-(2-methoxy-ethyl)-piperidine-4-carboxylic acid ethyl ester (example 1 step B)), 2-trifluoromethoxy-benzenesulfonyl chloride and 4-(3,3,3-trifluoro-propoxy)-phenylamine.